From a dataset of the Open Reaction Database (ORD), a public repository of structured organic reaction records. describe an organic reaction: reactants, conditions, products, and yield Starting materials: BrB(Br)Br, ClCCl, Cl, CCn1cc(C(=O)O)c(=O)c2cc(F)c(-c3cccc(OC)c3)c(F)c21. The product is CCn1cc(C(=O)O)c(=O)c2cc(F)c(-c3cccc(O)c3)c(F)c21. As a reaction SMILES: [B:27]([Br:28])([Br:29])[Br:30].[Cl:32][CH2:33][Cl:34].[ClH:31].[F:1][c:2]1[cH:3][c:4]2[c:5](=[O:26])[c:6]([C:23](=[O:24])[OH:25])[cH:7][n:8]([CH2:21][CH3:22])[c:9]2[c:10]([F:20])[c:11]1-[c:12]1[cH:13][c:14]([O:18][CH3:19])[cH:15][cH:16][cH:17]1>>[F:1][c:2]1[cH:3][c:4]2[c:5](=[O:26])[c:6]([C:23](=[O:24])[OH:25])[cH:7][n:8]([CH2:21][CH3:22])[c:9]2[c:10]([F:20])[c:11]1-[c:12]1[cH:13][c:14]([OH:18])[cH:15][cH:16][cH:17]1. The reactants are Cl (Hydrogen chloride), solution, CO (methanol), NC1=NC2=CC(=CC=C2C2=C1N=C1N2CCN(C1)C(=O)OC(C)(C)C)OCC1=CC=CC=C1 (tert-butyl 6-amino-3-benzyloxy-10,11-dihydropyrazino[1′,2′:1,2]imidazo[4,5-c]quinoline-9(8H)-carboxylate). Run in O1CCOCC1 (1,4-dioxane). Reaction conditions: time 8 hour. The product is Cl.C(C1=CC=CC=C1)OC1=CC=C2C3=C(C(=NC2=C1)N)N=C1N3CCNC1 (3-benzyloxy-8,9,10,11-tetrahydropyrazino[1′,2′:1,2]imidazo[4,5-c]quinolin-6-amine hydrochloride). RXN SMILES: [ClH:1].CO.[NH2:4][C:5]1[C:14]2[N:15]=[C:16]3[CH2:21][N:20](C(OC(C)(C)C)=O)[CH2:19][CH2:18][N:17]3[C:13]=2[C:12]2[C:7](=[CH:8][C:9]([O:29][CH2:30][C:31]3[CH:36]=[CH:35][CH:34]=[CH:33][CH:32]=3)=[CH:10][CH:11]=2)[N:6]=1>O1CCOCC1>[ClH:1].[CH2:30]([O:29][C:9]1[CH:8]=[C:7]2[C:12]([C:13]3[N:17]4[CH2:18][CH2:19][NH:20][CH2:21][C:16]4=[N:15][C:14]=3[C:5]([NH2:4])=[N:6]2)=[CH:11][CH:10]=1)[C:31]1[CH:32]=[CH:33][CH:34]=[CH:35][CH:36]=1 |f:4.5|. Reported procedure: Hydrogen chloride (20 mL of a 4 N solution in 1,4-dioxane) and methanol (20 mL) were added to tert-butyl 6-amino-3-benzyloxy-10,11-dihydropyrazino[1′,2′:1,2]imidazo[4,5-c]quinoline-9(8H)-carboxylate (4.45 g, 9.98 mmol, prepared by the methods described in Example 368 Parts A through I), and the reaction was stirred at ambient temperature overnight. A precipitate was present and was isolated by filtration and washed with cold methanol. The solid was then recrystallized from methanol, isolated by ... Starting materials: FC1=C(C(=O)OC(C)(C)C)C=CC(=C1)\C=C/C(F)(F)F ((Z)-tert-butyl 2-fluoro-4-(3,3,3-trifluoroprop-1-enyl)benzoate). Run in C(Cl)Cl (CH2Cl2), C(=O)(C(F)(F)F)O (TFA). Yields the product FC1=C(C(=O)O)C=CC(=C1)\C=C/C(F)(F)F ((Z)-2-fluoro-4-(3,3,3-trifluoroprop-1-enyl)benzoic acid). Reaction SMILES: [F:1][C:2]1[CH:14]=[C:13](/[CH:15]=[CH:16]\[C:17]([F:20])([F:19])[F:18])[CH:12]=[CH:11][C:3]=1[C:4]([O:6]C(C)(C)C)=[O:5]>C(Cl)Cl.C(O)(C(F)(F)F)=O>[F:1][C:2]1[CH:14]=[C:13](/[CH:15]=[CH:16]\[C:17]([F:18])([F:19])[F:20])[CH:12]=[CH:11][C:3]=1[C:4]([OH:6])=[O:5]. Procedure: A solution of (Z)-tert-butyl 2-fluoro-4-(3,3,3-trifluoroprop-1-enyl)benzoate (35 mg, 0.12 mmol) in CH2Cl2 (5 mL) and TFA (0.5 mL) was stirred at room temperature for 2 h. The solvent was removed under reduced pressure to give a white solid. LC-MS: 2.86 min, 233.2 (M−1). The reactants are COC(=O)C=1SC(=CC1N1C(CC(CC1=O)=O)C1CCCCC1)C1=CC=CC=C1 (3-(2-cyclohexyl-4,6-dioxo-piperidin-1-yl)-5-phenyl-thiophene-2-carboxylic acid methyl ester), NH4OAc, [BH3-]C#N.[Na+] (NaCNBH3), CC(=O)O (HOAc). Solvent: CO (MeOH). Run at time 18 hour. Yields the product COC(=O)C=1SC(=CC1N1C(CC(CC1=O)N)C1CCCCC1)C1=CC=CC=C1 (3-(4-Amino-2-cyclohexyl-6-oxo-piperidin-1-yl)-5-phenyl-thiophene-2-carboxylic acid methyl ester). As a reaction SMILES: [CH3:1][O:2][C:3]([C:5]1[S:6][C:7]([C:24]2[CH:29]=[CH:28][CH:27]=[CH:26][CH:25]=2)=[CH:8][C:9]=1[N:10]1[C:15](=[O:16])[CH2:14][C:13](=O)[CH2:12][CH:11]1[CH:18]1[CH2:23][CH2:22][CH2:21][CH2:20][CH2:19]1)=[O:4].[BH3-]C#[N:32].[Na+].CC(O)=O>CO>[CH3:1][O:2][C:3]([C:5]1[S:6][C:7]([C:24]2[CH:29]=[CH:28][CH:27]=[CH:26][CH:25]=2)=[CH:8][C:9]=1[N:10]1[C:15](=[O:16])[CH2:14][CH:13]([NH2:32])[CH2:12][CH:11]1[CH:18]1[CH2:23][CH2:22][CH2:21][CH2:20][CH2:19]1)=[O:4] |f:1.2|. Reported procedure: To a solution of 3-(2-cyclohexyl-4,6-dioxo-piperidin-1-yl)-5-phenyl-thiophene-2-carboxylic acid methyl ester (400 mg, 0.98 mmol, 1.0 equiv) in MeOH (2.0 mL) was added NH4OAc (375 mg, 4.86 mmol, 5 equiv) and the resulting solution was stirred at room temperature for 18 hours. The reaction mixture was concentrated in vacuo and the residue was dissolved MeOH. To the solution was added NaCNBH3 (247 mg, 1.16 mmol, 1.2 equiv) and HOAc (56 mg, 0.97 mmol, 1 equiv). The resulting mixture was stirred at r... Product: CC1=CC=C(C=C1)C1=NC2=C3N=C(C=CC3=CC=C2C=C1)C1=CC=C(C=C1)C (2,9-bis(4methylphenyl)-1,10-phenanthroline). Run at time 48 hour. Procedure: A 1.7 M solution of t-butyllithium in pentane (300 mL, 0.510 mol) was added under argon to a stirred suspension of p-iodotoluene (56.04 g, 0.257 mol) in ether (150 mL) at -78° C. The mixture was allowed to warm to room temperature over 1 h. The resulting solution of tolyllithium was added to a solution of 1,10-phenanthroline monohydrate (8.50 g, 0.043 mol) in toluene (100 mL). The resulting dark red solution was stirred under argon for 48 h. The reaction was carefully quenched with water (300 mL... RXN SMILES: C([Li])(C)(C)C.CCCCC.I[C:12]1[CH:17]=[CH:16][C:15]([CH3:18])=[CH:14][CH:13]=1.[C:19]1([CH3:26])[CH:24]=[CH:23][CH:22]=[CH:21][C:20]=1[Li].O.[N:28]1[C:41]2[C:32](=[CH:33][CH:34]=[C:35]3[C:40]=2[N:39]=[CH:38][CH:37]=[CH:36]3)[CH:31]=[CH:30][CH:29]=1>CCOCC.C1(C)C=CC=CC=1>[CH3:26][C:19]1[CH:24]=[CH:23][C:22]([C:29]2[CH:30]=[CH:31][C:32]3[C:41](=[C:40]4[C:35](=[CH:34][CH:33]=3)[CH:36]=[CH:37][C:38]([C:12]3[CH:17]=[CH:16][C:15]([CH3:18])=[CH:14][CH:13]=3)=[N:39]4)[N:28]=2)=[CH:21][CH:20]=1 |f:4.5|. Starting materials: C1(=C(C=CC=C1)[Li])C (tolyllithium), O.N1=CC=CC2=CC=C3C=CC=NC3=C12 (1,10-phenanthroline monohydrate), solution, C(C)(C)(C)[Li] (t-butyllithium), CCCCC (pentane), IC1=CC=C(C=C1)C (p-iodotoluene). Solvent: C1(=CC=CC=C1)C (toluene), CCOCC (ether). Reactants: CCO, [Cl-], O=[N+]([O-])c1ccccc1Nc1ccc(Nc2nccs2)cc1, [NH4+], O. Yields the product Nc1ccccc1Nc1ccc(Nc2nccs2)cc1. RXN SMILES: [CH3:25][CH2:26][OH:27].[Cl-:23].[N+:1]([O-:2])(=[O:3])[c:4]1[c:5]([NH:6][c:7]2[cH:8][cH:9][c:10]([NH:13][c:14]3[s:15][cH:16][cH:17][n:18]3)[cH:11][cH:12]2)[cH:19][cH:20][cH:21][cH:22]1.[NH4+:24].[OH2:28]>>[NH2:1][c:4]1[c:5]([NH:6][c:7]2[cH:8][cH:9][c:10]([NH:13][c:14]3[s:15][cH:16][cH:17][n:18]3)[cH:11][cH:12]2)[cH:19][cH:20][cH:21][cH:22]1. Reactants: ClC1=C(C(=O)NC(COCCC2=CC(=CC=C2)OC(F)(F)F)=N)C=C(C=N1)Cl (2,5-dichloro-N-{1-imino-2-[2-(3-trifluoromethoxy-phenyl)-ethoxy]-ethyl}-nicotinamide), CC(C)(C)[O-].[K+] (KOtBu). The product is ClC1=CC2=C(N=C(NC2=O)COCCC2=CC(=CC=C2)OC(F)(F)F)N=C1 (6-chloro-2-[2-(3-trifluoromethoxy-phenyl)-ethoxymethyl]-3H-pyrido[2,3-d]pyrimidin-4-one). Reaction SMILES: Cl[C:2]1[N:27]=[CH:26][C:25]([Cl:28])=[CH:24][C:3]=1[C:4]([NH:6][C:7](=[NH:23])[CH2:8][O:9][CH2:10][CH2:11][C:12]1[CH:17]=[CH:16][CH:15]=[C:14]([O:18][C:19]([F:22])([F:21])[F:20])[CH:13]=1)=[O:5].CC([O-])(C)C.[K+]>>[Cl:28][C:25]1[CH:26]=[N:27][C:2]2[N:23]=[C:7]([CH2:8][O:9][CH2:10][CH2:11][C:12]3[CH:17]=[CH:16][CH:15]=[C:14]([O:18][C:19]([F:22])([F:21])[F:20])[CH:13]=3)[NH:6][C:4](=[O:5])[C:3]=2[CH:24]=1 |f:1.2|. Procedure: In analogy to the procedure described in example 78.4, 2,5-dichloro-N-{1-imino-2-[2-(3-trifluoromethoxy-phenyl)-ethoxy]-ethyl}-nicotinamide was treated with KOtBu to obtain 6-chloro-2-[2-(3-trifluoromethoxy-phenyl)-ethoxymethyl]-3H-pyrido[2,3-d]pyrimidin-4-one as colorless crystals. MS: m/e=400.1 [M+H+].